Dataset: the Open Reaction Database (ORD), a public repository of structured organic reaction records. Task: describe an organic reaction: reactants, conditions, products, and yield Reactants: BrC1=CC(=C(CBr)C=C1)F (4-bromo-2-fluorobenzylbromide), [C-]#N.[K+] (KCN). The solvent is CCOC(=O)C (EtOAc), O (H2O), CCO (EtOH). Product: BrC1=CC(=C(C=C1)CC#N)F ((4-Bromo-2-fluorophenyl)acetonitrile). Isolated yield 84.4%. Reaction SMILES: [Br:1][C:2]1[CH:9]=[CH:8][C:5]([CH2:6]Br)=[C:4]([F:10])[CH:3]=1.[C-:11]#[N:12].[K+]>CCO.CCOC(C)=O.O>[Br:1][C:2]1[CH:9]=[CH:8][C:5]([CH2:6][C:11]#[N:12])=[C:4]([F:10])[CH:3]=1 |f:1.2|. Reported procedure: To a solution of 4-bromo-2-fluorobenzylbromide (44.5 g, 166 mmol) in EtOH (118 mL) was added KCN (13.13 g, 182 mmol) and the mixture was stirred at reflux under an argon atmosphere for 18 h. The mixture was allowed to cool and the solvent was concentrated. The residue thus obtained was dissolved in a mixture of EtOAc and H2O and the two phases were separated. The aqueous phase was extracted with EtOAc and the combined organic phases dried and concentrated to a crude product. Purification by chro... The reactants are COc1cc([N+](=O)[O-])ccc1Br, CCN1CCNCC1, O. Yields the product CCN1CCN(c2ccc([N+](=O)[O-])cc2OC)CC1. RXN SMILES: [Br:1][c:2]1[c:3]([O:11][CH3:12])[cH:4][c:5]([N+:8](=[O:9])[O-:10])[cH:6][cH:7]1.[CH2:13]([CH3:14])[N:15]1[CH2:16][CH2:17][NH:18][CH2:19][CH2:20]1.[OH2:21]>>[c:2]1([N:18]2[CH2:17][CH2:16][N:15]([CH2:13][CH3:14])[CH2:20][CH2:19]2)[c:3]([O:11][CH3:12])[cH:4][c:5]([N+:8](=[O:9])[O-:10])[cH:6][cH:7]1.